Dataset: the Open Reaction Database (ORD), a public repository of structured organic reaction records. Task: describe an organic reaction: reactants, conditions, products, and yield Starting materials: CO, [N-]=[N+]=NC1CCC2(CC1)OC(=O)c1ccccc12. Yields the product NC1CCC2(CC1)OC(=O)c1ccccc12. As a reaction SMILES: [CH3:19][OH:20].[N:1](=[N+:2]=[N-:3])[CH:4]1[CH2:5][CH2:6][C:7]2([O:8][C:9](=[O:16])[c:10]3[c:11]2[cH:12][cH:13][cH:14][cH:15]3)[CH2:17][CH2:18]1>>[NH2:1][CH:4]1[CH2:5][CH2:6][C:7]2([O:8][C:9](=[O:16])[c:10]3[c:11]2[cH:12][cH:13][cH:14][cH:15]3)[CH2:17][CH2:18]1. Reactants: BrC=1C=NC(=NC1)C1CN(CC1)C(=O)OC1C2CC3(CC(CC1C3)C2)C(=O)OC (1-(methoxycarbonyl)adamantan-4-yl 3-(5-bromopyrimidin-2-yl)pyrrolidine-1-carboxylate), IC1=CC(N(C=C1)C)=O (4-iodo-1-methylpyridin-2(1H)-one), CC1(OB(OC1(C)C)B1OC(C(O1)(C)C)(C)C)C (4,4,4′,4′,5,5,5′,5′-octamethyl-2,2′-bi(1,3,2-dioxaborolane)), CC(=O)[O-].[K+] (KOAc). Reagents/catalysts: C1=CC=C(C=C1)P([C-]2C=CC=C2)C3=CC=CC=C3.C1=CC=C(C=C1)P([C-]2C=CC=C2)C3=CC=CC=C3.Cl[Pd]Cl.[Fe+2] (Pd(dppf)Cl2). Run in CS(=O)C (DMSO), O (water). Yields the product CN1C(C=C(C=C1)C=1C=NC(=NC1)C1CN(CC1)C(=O)OC1C2CC3(CC(CC1C3)C2)C(=O)OC)=O (1-(methoxycarbonyl)adamantan-4-yl 3-(5-(1-methyl-2-oxo-1,2-dihydropyridin-4-yl)pyrimidin-2-yl)pyrrolidine-1-carboxylate). The yield is 146.2%. Reaction SMILES: Br[C:2]1[CH:3]=[N:4][C:5]([CH:8]2[CH2:12][CH2:11][N:10]([C:13]([O:15][CH:16]3[CH:23]4[CH2:24][C:19]5([C:26]([O:28][CH3:29])=[O:27])[CH2:20][CH:21]([CH2:25][CH:17]3[CH2:18]5)[CH2:22]4)=[O:14])[CH2:9]2)=[N:6][CH:7]=1.I[C:31]1[CH:36]=[CH:35][N:34]([CH3:37])[C:33](=[O:38])[CH:32]=1.CC1(C)C(C)(C)OB(B2OC(C)(C)C(C)(C)O2)O1.CC([O-])=O.[K+]>CS(C)=O.C1C=CC(P(C2C=CC=CC=2)[C-]2C=CC=C2)=CC=1.C1C=CC(P(C2C=CC=CC=2)[C-]2C=CC=C2)=CC=1.Cl[Pd]Cl.[Fe+2].O>[CH3:37][N:34]1[CH:35]=[CH:36][C:31]([C:2]2[CH:3]=[N:4][C:5]([CH:8]3[CH2:12][CH2:11][N:10]([C:13]([O:15][CH:16]4[CH:23]5[CH2:24][C:19]6([C:26]([O:28][CH3:29])=[O:27])[CH2:20][CH:21]([CH2:25][CH:17]4[CH2:18]6)[CH2:22]5)=[O:14])[CH2:9]3)=[N:6][CH:7]=2)=[CH:32][C:33]1=[O:38] |f:3.4,6.7.8.9|. Reported procedure: To a solution of 1-(methoxycarbonyl)adamantan-4-yl 3-(5-bromopyrimidin-2-yl)pyrrolidine-1-carboxylate (24 mg, 0.05 mmol), 4-iodo-1-methylpyridin-2(1H)-one (25 mg, 0.1 mmol), 4,4,4′,4′,5,5,5′,5′-octamethyl-2,2′-bi(1,3,2-dioxaborolane) (38.1 mg, 0.15 mmol), KOAc (49 mg, 0.5 mmol) and Pd(dppf)Cl2 (1 mg, 0.001 mmol) in DMSO (5 mL) under nitrogen was heated to 100 C for 2 h. The reaction mixture was treated with water and extracted with EtOAc (10 mL×3). The combined organic layers were dried over sod... Reactants: O=C(O)C(F)(F)F, CC(=O)NCC1CN(c2cc(F)c(C3CCN(C(=O)OCc4ccccc4)CC3)c(F)c2)C(=O)O1. Product: CC(=O)NCC1CN(c2cc(F)c(C3CCNCC3)c(F)c2)C(=O)O1. As a reaction SMILES: [OH:36][C:37]([C:38]([F:39])([F:40])[F:41])=[O:42].[c:1]1([CH2:2][O:3][C:4](=[O:5])[N:11]2[CH2:12][CH2:13][CH:14]([c:17]3[c:18]([F:35])[cH:19][c:20]([N:24]4[C:25](=[O:34])[O:26][CH:27]([CH2:29][NH:30][C:31]([CH3:32])=[O:33])[CH2:28]4)[cH:21][c:22]3[F:23])[CH2:15][CH2:16]2)[cH:6][cH:7][cH:8][cH:9][cH:10]1>>[NH:11]1[CH2:12][CH2:13][CH:14]([c:17]2[c:18]([F:35])[cH:19][c:20]([N:24]3[C:25](=[O:34])[O:26][CH:27]([CH2:29][NH:30][C:31]([CH3:32])=[O:33])[CH2:28]3)[cH:21][c:22]2[F:23])[CH2:15][CH2:16]1. Starting materials: C(C)(=O)N(N1C(N(N=C(C1)COCC1=CC=CC=C1)C(=O)OC(C)(C)C)=O)C(=O)OC(C)(C)C (tert-butyl 4-[acetyl(tert-butoxycarbonyl)amino]-6-(benzyloxymethyl)-3-oxo-5H-1,2,4-triazine-2-carboxylate). Reagents/catalysts: [Pd] (palladium on charcoal). The solvent is CCO (EtOH). Conditions: temperature 60 celsius, time 24 hour. Yields the product C(C)(=O)N(N1C(N(N=C(C1)CO)C(=O)OC(C)(C)C)=O)C(=O)OC(C)(C)C (tert-butyl 4-[acetyl(tert-butoxycarbonyl)amino]-6-(hydroxymethyl)-3-oxo-5H-1,2,4-triazine-2-carboxylate). As a reaction SMILES: [C:1]([N:4]([C:28]([O:30][C:31]([CH3:34])([CH3:33])[CH3:32])=[O:29])[N:5]1[CH2:10][C:9]([CH2:11][O:12]CC2C=CC=CC=2)=[N:8][N:7]([C:20]([O:22][C:23]([CH3:26])([CH3:25])[CH3:24])=[O:21])[C:6]1=[O:27])(=[O:3])[CH3:2]>CCO.[Pd]>[C:1]([N:4]([C:28]([O:30][C:31]([CH3:34])([CH3:33])[CH3:32])=[O:29])[N:5]1[CH2:10][C:9]([CH2:11][OH:12])=[N:8][N:7]([C:20]([O:22][C:23]([CH3:24])([CH3:25])[CH3:26])=[O:21])[C:6]1=[O:27])(=[O:3])[CH3:2]. Procedure details: To a stirred solution of tert-butyl 4-[acetyl(tert-butoxycarbonyl)amino]-6-(benzyloxymethyl)-3-oxo-5H-1,2,4-triazine-2-carboxylate (38.0 g, 79.7 mmol) in EtOH (400 mL) under argon atmosphere was added palladium on charcoal (dry, 5 wt % Pd, 8.00 g). The reaction mixture was purged with hydrogen and heated to 60° C. At this temperature, the reaction mixture was stirred 24 h under H2-atmosphere (approx. 1 atm). The mixture was purged with argon and then filtered using a short plug of silica gel fol... Starting materials: C(C)C1=NC2=CC=C(C(=C2C(=C1C)O)Cl)F (2-ethyl-3-methyl-4-hydroxy-5-chloro-6-fluoroquinoline), [H-].[Na+] (sodium hydride), C(C)C1=NC2=CC(=C(C=C2C(=C1C)OC(=O)C1CC1)F)F (2-ethyl-3-methyl-4-cyclopropanecarbonyloxy-6,7-difluoroquinoline), C(C)C1=NC2=CC(=C(C=C2C(=C1C)OC(=O)C1CC1)F)F (2-ethyl-3-methyl-4-cyclopropanecarbonyloxy-6,7-difluoroquinoline), C(C)C1=NC2=CC=C(C(=C2C(=C1C)OC(=O)C1CC1)F)F (2-ethyl-3-methyl-4-cyclopropanecarbonyloxy-5,6-difluoroquinoline), C(C)C1=NC2=CC=C(C(=C2C(=C1C)OC(=O)C1CC1)F)F (2-ethyl-3-methyl-4-cyclopropanecarbonyloxy-5,6-difluoroquinoline). Solvent: CN(C=O)C (dimethyl formamide), O (water), CN(C=O)C (dimethyl formamide). Run at time 1 hour. Product: C(C)C1=NC2=CC=C(C(=C2C(=C1C)OC(=O)OC)Cl)F (2-ethyl-3-methyl-4-methoxycarbonyloxy-5-chloro-6-fluoroquinoline). RXN SMILES: [CH2:1]([C:3]1[C:12]([CH3:13])=[C:11]([OH:14])[C:10]2[C:5](=[CH:6][CH:7]=[C:8]([F:16])[C:9]=2[Cl:15])[N:4]=1)[CH3:2].[H-].[Na+].C(C1C(C)=[C:29]([O:32][C:33](C2CC2)=[O:34])C2C(=CC(F)=C(F)C=2)N=1)C.C(C1C(C)=C(OC(C2CC2)=O)C2C(=CC=C(F)C=2F)N=1)C>CN(C)C=O.O>[CH2:1]([C:3]1[C:12]([CH3:13])=[C:11]([O:14][C:33]([O:32][CH3:29])=[O:34])[C:10]2[C:5](=[CH:6][CH:7]=[C:8]([F:16])[C:9]=2[Cl:15])[N:4]=1)[CH3:2] |f:1.2|. Procedure details: 2-Ethyl-3-methyl-4-cyclopropanecarbonyloxy-5-chloro-6-fluoroquinoline (1.5 g) prepared as described in Example 7 was dissolved in 70 ml of methanol. To this solution was added 30 ml of a 10% aqueous sodium hydroxide solution. The mixture was stirred at 50° C. for 1.5 hr. The reaction mixture was allowed to stand for cooling, was then poured into 50 ml of water, and was neutralized with 1 N hydrochloric acid, and the precipitate was then collected by filtration to give 1.17 g of 0.2-ethyl-3-methy...